Dataset: the Open Reaction Database (ORD), a public repository of structured organic reaction records. Task: describe an organic reaction: reactants, conditions, products, and yield The reactants are CS(=O)(=O)N1C[C@H](CCC1)NC1=NC(=NC=C1C=1N=C2C(=NC1)N(C=C2)COCC[Si](C)(C)C)S(=O)(=O)C (((S)-1-methanesulfonyl-piperidin-3-yl)-{2-methanesulfonyl-5-[5-(2-trimethylsilanyl-ethoxymethyl)-5H-pyrrolo[2,3-b]pyrazin-2-yl]-pyrimidin-4-yl}-amine), IN1C(CCC1=O)=O (N-Iodosuccinimide). The solvent is CC(=O)C (acetone). Reaction conditions: temperature 20 celsius, time 16 hour. Product: IC1=CN(C2=NC=C(N=C21)C=2C(=NC(=NC2)S(=O)(=O)C)N[C@@H]2CN(CCC2)S(=O)(=O)C)COCC[Si](C)(C)C ({5-[7-Iodo-5-(2-trimethylsilanyl-ethoxymethyl)-5H-pyrrolo[2,3-b]pyrazin-2-yl]-2-methanesulfonyl-pyrimidin-4-yl}-((S)-1-methanesulfonyl-piperidin-3-yl)-amine). Yield: 79.0%. As a reaction SMILES: [CH3:1][S:2]([N:5]1[CH2:10][CH2:9][CH2:8][C@H:7]([NH:11][C:12]2[C:17]([C:18]3[N:19]=[C:20]4[CH:26]=[CH:25][N:24]([CH2:27][O:28][CH2:29][CH2:30][Si:31]([CH3:34])([CH3:33])[CH3:32])[C:21]4=[N:22][CH:23]=3)=[CH:16][N:15]=[C:14]([S:35]([CH3:38])(=[O:37])=[O:36])[N:13]=2)[CH2:6]1)(=[O:4])=[O:3].[I:39]N1C(=O)CCC1=O>CC(C)=O>[I:39][C:26]1[C:20]2[C:21](=[N:22][CH:23]=[C:18]([C:17]3[C:12]([NH:11][C@H:7]4[CH2:8][CH2:9][CH2:10][N:5]([S:2]([CH3:1])(=[O:3])=[O:4])[CH2:6]4)=[N:13][C:14]([S:35]([CH3:38])(=[O:36])=[O:37])=[N:15][CH:16]=3)[N:19]=2)[N:24]([CH2:27][O:28][CH2:29][CH2:30][Si:31]([CH3:33])([CH3:34])[CH3:32])[CH:25]=1. Procedure: A solution of ((S)-1-methanesulfonyl-piperidin-3-yl)-{2-methanesulfonyl-5-[5-(2-trimethylsilanyl-ethoxymethyl)-5H-pyrrolo[2,3-b]pyrazin-2-yl]-pyrimidin-4-yl}-amine derived from Example 84, step 1 (70 mg, 0.12 mmol) in acetone (0.5 ml) was treated with N-Iodosuccinimide (41 mg, 0.18 mmol) and stirred at 20° C. for 16 hours. The crude reaction mixture was concentrated in vacuo and was purified by silica gel chromatography (0% to 40% ethyl acetate/dichloromethane) to give 67 mg (79%) of {5-[7-Iodo-... Reactants: COC(=O)CBr, C1CCOC1, C[Si](C)(C)[N-][Si](C)(C)C, COc1c2n(c3c(CC#N)nn(Cc4ccc(F)c(Cl)c4)c(=O)c13)CCN(C)C2=O, [Li+], CN(C)C=O. The product is COC(=O)CC(C#N)c1nn(Cc2ccc(F)c(Cl)c2)c(=O)c2c(OC)c3n(c12)CCN(C)C3=O. Reaction SMILES: [Br:41][CH2:42][C:43](=[O:44])[O:45][CH3:46].[CH2:52]1[O:53][CH2:54][CH2:55][CH2:56]1.[CH3:31][Si:32]([N-:33][Si:34]([CH3:35])([CH3:36])[CH3:37])([CH3:38])[CH3:39].[Cl:1][c:2]1[cH:3][c:4]([CH2:5][n:6]2[n:7][c:8]([CH2:24][C:25]#[N:26])[c:9]3[c:10]([c:11]2=[O:12])[c:13]([O:22][CH3:23])[c:14]2[n:15]3[CH2:16][CH2:17][N:18]([CH3:21])[C:19]2=[O:20])[cH:27][cH:28][c:29]1[F:30].[Li+:40].[O:47]=[CH:48][N:49]([CH3:50])[CH3:51]>>[Cl:1][c:2]1[cH:3][c:4]([CH2:5][n:6]2[n:7][c:8]([CH:24]([C:25]#[N:26])[CH2:42][C:43](=[O:44])[O:45][CH3:46])[c:9]3[c:10]([c:11]2=[O:12])[c:13]([O:22][CH3:23])[c:14]2[n:15]3[CH2:16][CH2:17][N:18]([CH3:21])[C:19]2=[O:20])[cH:27][cH:28][c:29]1[F:30]. Starting materials: [F-].[Cs+] (cesium fluoride), COC[C@@H]1OC(OC1)=O ((S)-4-methoxymethyl-1,3- dioxolan-2-one), C(C1=CC=CC=C1)NC(=O)OCC (Benzylurethane). Run in CS(=O)C (dimethyl sulfoxide). Run at temperature 140 celsius, time 28 hour. The product is C(C1=CC=CC=C1)N1C(O[C@H](C1)COC)=O ((R)-3-benzyl-5-methoxymethyloxazolidin-2-one). Isolated yield 83.5%. Reaction SMILES: [CH2:1]([NH:8][C:9]([O:11][CH2:12][CH3:13])=[O:10])[C:2]1[CH:7]=[CH:6][CH:5]=[CH:4][CH:3]=1.[F-].[Cs+].[CH3:16][O:17][CH2:18][C@H]1COC(=O)O1>CS(C)=O>[CH2:1]([N:8]1[CH2:13][C@H:12]([CH2:16][O:17][CH3:18])[O:11][C:9]1=[O:10])[C:2]1[CH:7]=[CH:6][CH:5]=[CH:4][CH:3]=1 |f:1.2|. Reported procedure: Benzylurethane (15.0 g, 83.9 mmol) was dissolved in dimethyl sulfoxide (40 mL), and thereto were added cesium fluoride (1.16 g, 7.63 mmol) and (S)-4-methoxymethyl-1,3- dioxolan-2-one (10.0 g, 76.3 mmol, optical purity 98.4%ee), in order. The mixture was stirred for 28 hours at 140° C. under an atmosphere of argon. After filtering off the insoluble materials, the filtrate was condensed in vacuo, and the residue was purified by silica gel chromatography to give the subject (R)-3-benzyl-5-methoxyme...